Dataset: the Open Reaction Database (ORD), a public repository of structured organic reaction records. Task: describe an organic reaction: reactants, conditions, products, and yield The reactants are CC1(OC[C@H](O1)CN1C=NC2=C(C1=O)C(=C(C(N2C)=O)F)NC2=C(C=C(C=C2)I)F)C ((R)-3-((2,2-dimethyl-1,3-dioxolan-4-yl)methyl)-6-fluoro-5-(2-fluoro-4-iodophenylamino)-8-methylpyrido[2,3-d]pyrimidine-4,7(3H,8H)-dione), Cl (hydrochloric acid). Solvent: CO (methanol). Reaction conditions: temperature 50 celsius, time 2 hour. Product: O[C@H](CN1C=NC2=C(C1=O)C(=C(C(N2C)=O)F)NC2=C(C=C(C=C2)I)F)CO ((R)-3-(2,3-Dihydroxypropyl)-6-fluoro-5-(2-fluoro-4-iodophenylamino)-8-methylpyrido[2,3-d]pyrimidine-4,7(3H,8H)-dione). As a reaction SMILES: CC1(C)[O:6][C@H:5]([CH2:7][N:8]2[C:13](=[O:14])[C:12]3[C:15]([NH:22][C:23]4[CH:28]=[CH:27][C:26]([I:29])=[CH:25][C:24]=4[F:30])=[C:16]([F:21])[C:17](=[O:20])[N:18]([CH3:19])[C:11]=3[N:10]=[CH:9]2)[CH2:4][O:3]1.Cl>CO>[OH:6][C@@H:5]([CH2:4][OH:3])[CH2:7][N:8]1[C:13](=[O:14])[C:12]2[C:15]([NH:22][C:23]3[CH:28]=[CH:27][C:26]([I:29])=[CH:25][C:24]=3[F:30])=[C:16]([F:21])[C:17](=[O:20])[N:18]([CH3:19])[C:11]=2[N:10]=[CH:9]1. Reported procedure: Combine (R)-3-((2,2-dimethyl-1,3-dioxolan-4-yl)methyl)-6-fluoro-5-(2-fluoro-4-iodophenylamino)-8-methylpyrido[2,3-d]pyrimidine-4,7(3H,8H)-dione (0.50 g, 0.919 mmol), methanol (5.0 mL) and 6.00 M hydrochloric acid (0.50 mL, 3.0 mmol) and heat to 60° C. After 2 hours, cool to 50° C. and stir for 24 hours, then cool to ambient temperature, filter to collect the solid, rinse with methanol, and dry under vacuum at 30° C. to give the title compound.